From a dataset of the Open Reaction Database (ORD), a public repository of structured organic reaction records. describe an organic reaction: reactants, conditions, products, and yield Reactants: ClC=1C=CC(=C(N)C1)[N+](=O)[O-] (5-chloro-2-nitroaniline), N1CCOCC1 (morpholine), C([O-])([O-])=O.[K+].[K+] (potassium carbonate). The solvent is CN(C(C)=O)C (N,N-dimethylacetamide). Conditions: temperature 135 celsius, time 8 hour. Product: O1CCN(CC1)C=1C=CC(=C(N)C1)[N+](=O)[O-] (5-morpholino-2-nitroaniline). Isolated yield 584.3%. Reaction SMILES: Cl[C:2]1[CH:3]=[CH:4][C:5]([N+:9]([O-:11])=[O:10])=[C:6]([CH:8]=1)[NH2:7].[NH:12]1[CH2:17][CH2:16][O:15][CH2:14][CH2:13]1.C(=O)([O-])[O-].[K+].[K+]>CN(C)C(=O)C>[O:15]1[CH2:16][CH2:17][N:12]([C:2]2[CH:3]=[CH:4][C:5]([N+:9]([O-:11])=[O:10])=[C:6]([CH:8]=2)[NH2:7])[CH2:13][CH2:14]1 |f:2.3.4|. Reported procedure: A mixture of 5-chloro-2-nitroaniline (4.0 g, 2.3 mmol), morpholine (3.45 ml, 41 mmol) and anhydrous potassium carbonate (3.2 g, 23 mmol) in N,N-dimethylacetamide (40 ml) was stirred at 130-140° C. under nitrogen overnight. The reaction mixture was then cooled to room temperature, poured onto ice and allowed to stand for 2-3 h. The yellow-brown precipitate was collected by filtration to afford 5-morpholino-2-nitroaniline (3.0 g, 58%), mp 183-185° C. (lit. (8) mp 187.5° C.).